Dataset: the Open Reaction Database (ORD), a public repository of structured organic reaction records. Task: describe an organic reaction: reactants, conditions, products, and yield The reactants are ClCC(C)=O (chloroacetone), ClC1=CC=C2C(=C(C(NC2=C1)=O)C1=CC=CC=C1)O (7-chloro-4-hydroxy-3-phenyl-2(1H)-quinolone), C(O)([O-])=O.[Na+] (sodium hydrogen carbonate), [I-].[Na+] (sodium iodide). Run in CN(C=O)C (N,N-dimethylformamide). Conditions: time 24 hour. Product: ClC1=CC=C2C(=C(C(NC2=C1)=O)C1=CC=CC=C1)OCC(C)=O (7-Chloro-3-phenyl-4-[(2-oxo)propoxy]-2(1H)-quinolone). RXN SMILES: [Cl:1][C:2]1[CH:11]=[C:10]2[C:5]([C:6]([OH:19])=[C:7]([C:13]3[CH:18]=[CH:17][CH:16]=[CH:15][CH:14]=3)[C:8](=[O:12])[NH:9]2)=[CH:4][CH:3]=1.C(=O)([O-])O.[Na+].[I-].[Na+].Cl[CH2:28][C:29](=[O:31])[CH3:30]>CN(C)C=O>[Cl:1][C:2]1[CH:11]=[C:10]2[C:5]([C:6]([O:19][CH2:28][C:29](=[O:31])[CH3:30])=[C:7]([C:13]3[CH:18]=[CH:17][CH:16]=[CH:15][CH:14]=3)[C:8](=[O:12])[NH:9]2)=[CH:4][CH:3]=1 |f:1.2,3.4|. Reported procedure: To a stirred suspension of 7-chloro-4-hydroxy-3-phenyl-2(1H)-quinolone (0.50 g 0.0018 mol), sodium hydrogen carbonate (1.55 g, 0.018 mol) and sodium iodide (0.20 g) in N,N-dimethylformamide (20 ml) was added chloroacetone (0.20 g, 0.0020 mol). The reaction was stirred for 24 h, then the product was precipitated by the addition of water (50 ml). The product was collected by filtration, washed with water (3×10 ml) and dried under vacuum at 60° C. Recrystallisation from ethyl acetate/60-80 petrol g... Starting materials: Cc1ccccc1, O=C(O)c1cnc(Oc2ccc3c(c2)CCN(C2CCC2)CC3)cn1, O=S(Cl)Cl. The product is O=C(Cl)c1cnc(Oc2ccc3c(c2)CCN(C2CCC2)CC3)cn1. As a reaction SMILES: [CH3:30][c:31]1[cH:32][cH:33][cH:34][cH:35][cH:36]1.[CH:5]1([N:9]2[CH2:10][CH2:11][c:12]3[c:13]([cH:16][c:17]([O:20][c:21]4[n:22][cH:23][c:24]([C:27](=[O:28])[OH:29])[n:25][cH:26]4)[cH:18][cH:19]3)[CH2:14][CH2:15]2)[CH2:6][CH2:7][CH2:8]1.[S:1]([Cl:2])([Cl:3])=[O:4]>>[Cl:3][C:27]([c:24]1[cH:23][n:22][c:21]([O:20][c:17]2[cH:16][c:13]3[c:12]([cH:19][cH:18]2)[CH2:11][CH2:10][N:9]([CH:5]2[CH2:6][CH2:7][CH2:8]2)[CH2:15][CH2:14]3)[cH:26][n:25]1)=[O:29]. Reactants: CC(=O)c1ccc(S(=O)(=O)Nc2cc(C)on2)cc1, Nc1ccon1. Yields the product CC(=O)c1ccc(S(=O)(=O)Nc2ccon2)cc1. RXN SMILES: [C:1]([CH3:2])(=[O:3])[c:4]1[cH:5][cH:6][c:7]([S:10](=[O:11])(=[O:12])[NH:13][c:14]2[n:15][o:16][c:17]([CH3:19])[cH:18]2)[cH:8][cH:9]1.[NH2:20][c:21]1[cH:22][cH:23][o:24][n:25]1>>[C:1]([CH3:2])(=[O:3])[c:4]1[cH:5][cH:6][c:7]([S:10](=[O:11])(=[O:12])[NH:13][c:14]2[n:15][o:16][cH:17][cH:18]2)[cH:8][cH:9]1. Starting materials: CC1(C)OB(c2ccc3cn(Cc4ccccc4)nc3c2)OC1(C)C, ClCCl, Nc1ncnn2c(CCCO)cc(Br)c12, [Na+], [Na+], O=C([O-])[O-]. Yields the product Nc1ncnn2c(CCCO)cc(-c3ccc4cn(Cc5ccccc5)nc4c3)c12. RXN SMILES: [CH2:16]([c:17]1[cH:18][cH:19][cH:20][cH:21][cH:22]1)[n:23]1[n:24][c:25]2[cH:26][c:27]([B:32]3[O:33][C:34]([CH3:35])([CH3:36])[C:37]([CH3:38])([CH3:39])[O:40]3)[cH:28][cH:29][c:30]2[cH:31]1.[Cl:41][CH2:42][Cl:43].[NH2:1][c:2]1[n:3][cH:4][n:5][n:6]2[c:7]1[c:8]([Br:15])[cH:9][c:10]2[CH2:11][CH2:12][CH2:13][OH:14].[Na+:44].[Na+:45].[O-:46][C:47](=[O:48])[O-:49]>>[NH2:1][c:2]1[n:3][cH:4][n:5][n:6]2[c:7]1[c:8](-[c:27]1[cH:26][c:25]3[n:24][n:23]([CH2:16][c:17]4[cH:18][cH:19][cH:20][cH:21][cH:22]4)[cH:31][c:30]3[cH:29][cH:28]1)[cH:9][c:10]2[CH2:11][CH2:12][CH2:13][OH:14]. Starting materials: N1(CCCC1)C[C@H]1CNCCC1 ((R)-3-pyrrolidin-1-ylmethyl-piperidine), ClC1=C(C(=CC=C1)Cl)CS(=O)(=O)C=1C=C2/C(/C(NC2=CC1)=O)=C/C1=C(C(=C(N1)C)CC(=O)O)C ({5-[5-(2,6-dichloro-phenylmethanesulfonyl)-2-oxo-1,2-dihydro-indol-(3Z)-ylidenemethyl]-2,4-dimethyl-1H-pyrrol-3-yl}-acetic acid), C=1C=CC2=C(C1)N=NN2O (HOBt), CCN=C=NCCCN(C)C (EDAC). The reagents and catalysts are TEA. The solvent is CN(C)C=O (DMF). Reaction conditions: time 2 hour. Product: ClC1=C(C(=CC=C1)Cl)CS(=O)(=O)C=1C=C2/C(/C(NC2=CC1)=O)=C/C=1NC(=C(C1C)CC(N1C[C@@H](CCC1)CN1CCCC1)=O)C (5-(2,6-Dichloro-phenylmethanesulfonyl)-3-[1-{3,5-dimethyl-4-[2-oxo-2-((S)-3-pyrrolidin-1-ylmethyl-piperidin-1-yl)-ethyl]-1H-pyrrol-2-yl}-meth-(Z)-ylidene]-1,3-dihydro-indol-2-one). Yield: 85.6%. As a reaction SMILES: [Cl:1][C:2]1[CH:7]=[CH:6][CH:5]=[C:4]([Cl:8])[C:3]=1[CH2:9][S:10]([C:13]1[CH:14]=[C:15]2[C:19](=[CH:20][CH:21]=1)[NH:18][C:17](=[O:22])/[C:16]/2=[CH:23]\[C:24]1[NH:28][C:27]([CH3:29])=[C:26]([CH2:30][C:31](O)=[O:32])[C:25]=1[CH3:34])(=[O:12])=[O:11].C1C=CC2N(O)N=NC=2C=1.CCN=C=NCCCN(C)C.[N:56]1([CH2:61][C@@H:62]2[CH2:67][CH2:66][CH2:65][NH:64][CH2:63]2)[CH2:60][CH2:59][CH2:58][CH2:57]1>CN(C=O)C>[Cl:8][C:4]1[CH:5]=[CH:6][CH:7]=[C:2]([Cl:1])[C:3]=1[CH2:9][S:10]([C:13]1[CH:14]=[C:15]2[C:19](=[CH:20][CH:21]=1)[NH:18][C:17](=[O:22])/[C:16]/2=[CH:23]\[C:24]1[NH:28][C:27]([CH3:29])=[C:26]([CH2:30][C:31](=[O:32])[N:64]2[CH2:65][CH2:66][CH2:67][C@@H:62]([CH2:61][N:56]3[CH2:57][CH2:58][CH2:59][CH2:60]3)[CH2:63]2)[C:25]=1[CH3:34])(=[O:12])=[O:11]. Procedure: A mixture of {5-[5-(2,6-dichloro-phenylmethanesulfonyl)-2-oxo-1,2-dihydro-indol-(3Z)-ylidenemethyl]-2,4-dimethyl-1H-pyrrol-3-yl}-acetic acid (156 mg, 0.3 mmol), HOBt (80 mg) and EDAC (110 mg) in DMF (4 mL) was added TEA (3 drops). After stirring at rt for 2 hours, to the mixture was added (R)-3-pyrrolidin-1-ylmethyl-piperidine (250 mg). After stirring at rt for overnight, the reaction was concentrated and dissolved in ethyl acetate. It was then washed with water and sodium bicarbonate, dried and... Starting materials: C(C)OC(CNC1=NC=CC=C1NC(C1=CC=CC=C1)=O)=O (N-[3-(benzoylamino)-2-pyridinyl]glycine ethyl ester), [O-][Si](=O)[O-].[Mg+2] (Florisil). Solvent: C(Cl)Cl (methylene chloride). Run at time 7 minute. Yields the product C(C)OC(CN1C(=NC=2C1=NC=CC2)C2=CC=CC=C2)=O (2-Phenyl-3H-imidazo[4,5-b]pyridine-3-acetic acid ethyl ester). Isolated yield 38.0%. As a reaction SMILES: [CH2:1]([O:3][C:4](=[O:22])[CH2:5][NH:6][C:7]1[C:12]([NH:13][C:14](=O)[C:15]2[CH:20]=[CH:19][CH:18]=[CH:17][CH:16]=2)=[CH:11][CH:10]=[CH:9][N:8]=1)[CH3:2].[O-][Si]([O-])=O.[Mg+2]>C(Cl)Cl>[CH2:1]([O:3][C:4](=[O:22])[CH2:5][N:6]1[C:7]2=[N:8][CH:9]=[CH:10][CH:11]=[C:12]2[N:13]=[C:14]1[C:15]1[CH:20]=[CH:19][CH:18]=[CH:17][CH:16]=1)[CH3:2] |f:1.2|. Reported procedure: N-[3-(benzoylamino)-2-pyridinyl]glycine ethyl ester, 10.32 g (0.034 mole) in two divided portions was heated in glass in a Wood's metal bath at 190° C. under a flow of nitrogen, one portion for 15 min and the other for 7 min. The green glassy residues were dissolved in methylene chloride, combined, and stirred together with 90 g of Florisil® for 1 hr. The mixture was filtered, and the filtrate evaporated to an oil, which crystallized. The solid was recrystallized from hexanes to give a crystalli... The reactants are N1CCC2(CC1)CSC1=C(O2)C2=CC=CC=C2C(C1=O)=O (spiro[naphtho[1,2-b][1,4]oxathiine-2,4′-piperidine]-5,6-dione), CC=1OC(=CC1C(=O)Cl)C (2,5-dimethyl-3-furoyl chloride). The product is CC=1OC(=CC1C(=O)N1CCC2(CC1)CSC1=C(O2)C2=CC=CC=C2C(C1=O)=O)C (1′-(2,5-dimethyl-3-furoyl)spiro[naphtho[1,2-b][1,4]oxathiine-2,4′-piperidine]-5,6-dione). As a reaction SMILES: [NH:1]1[CH2:6][CH2:5][C:4]2([O:11][C:10]3[C:12]4[C:17]([C:18](=[O:21])[C:19](=[O:20])[C:9]=3[S:8][CH2:7]2)=[CH:16][CH:15]=[CH:14][CH:13]=4)[CH2:3][CH2:2]1.[CH3:22][C:23]1[O:24][C:25]([CH3:31])=[CH:26][C:27]=1[C:28](Cl)=[O:29]>>[CH3:22][C:23]1[O:24][C:25]([CH3:31])=[CH:26][C:27]=1[C:28]([N:1]1[CH2:2][CH2:3][C:4]2([O:11][C:10]3[C:12]4[C:17]([C:18](=[O:21])[C:19](=[O:20])[C:9]=3[S:8][CH2:7]2)=[CH:16][CH:15]=[CH:14][CH:13]=4)[CH2:5][CH2:6]1)=[O:29]. Procedure details: Compound 41 was synthesized using spiro[naphtho[1,2-b][1,4]oxathiine-2,4′-piperidine]-5,6-dione, 2,5-dimethyl-3-furoyl chloride and conditions outlined in procedure N. M.p.=234-235° C.; 300 MHz 1H NMR (DMSO-d6) δ 8.15 (d, 1H), 7.81 (d, 1H), 7.63 (t, 1H), 7.54 (t, 1H), 5.92 (s, 1H), 3.40 (m, 2H), 3.05 (s, 2H), 2.40 (s, 3H), 2.21 (s, 3H), 2.18 (m, 2H), 1.90 (m 2H), 1.60 (s, 2H); LCMS: 424 [M+H]. Product: NC=1C=CC(=C(C1)C1=CC=C2C=CN(C2=C1)C1=CC(=NC=N1)N)C (6-(6-(5-amino-2-methylphenyl)-1H-indol-1-yl)pyrimidin-4-amine). Run in C(C)O (ethanol). RXN SMILES: [CH3:1][C:2]1[CH:7]=[CH:6][C:5]([N+:8]([O-])=O)=[CH:4][C:3]=1[C:11]1[CH:19]=[C:18]2[C:14]([CH:15]=[CH:16][N:17]2[C:20]2[N:25]=[CH:24][N:23]=[C:22]([NH2:26])[CH:21]=2)=[CH:13][CH:12]=1.O.O.Cl[Sn]Cl.C(=O)(O)[O-].[Na+]>C(O)C>[NH2:8][C:5]1[CH:6]=[CH:7][C:2]([CH3:1])=[C:3]([C:11]2[CH:19]=[C:18]3[C:14]([CH:15]=[CH:16][N:17]3[C:20]3[N:25]=[CH:24][N:23]=[C:22]([NH2:26])[CH:21]=3)=[CH:13][CH:12]=2)[CH:4]=1 |f:1.2.3,4.5|. Reactants: O.O.Cl[Sn]Cl (SnCl2.2H2O), CC1=C(C=C(C=C1)[N+](=O)[O-])C1=CC=C2C=CN(C2=C1)C1=CC(=NC=N1)N (6-(6-(2-Methyl-5-nitrophenyl)-1H-indol-1-yl)pyrimidin-4-amine), C([O-])(O)=O.[Na+] (sodium bicarbonate). Reported procedure: 6-(6-(2-Methyl-5-nitrophenyl)-1H-indol-1-yl)pyrimidin-4-amine (130 mg, 0.38 mmol) was dissolved in ethanol and, after adding SnCl2.2H2O (425 mg, 1.88 mmol), the mixture was stirred at 100° C. for 3 hours. The reaction mixture was added to sodium bicarbonate aqueous solution and extracted with ethyl acetate. The combined organic layer was washed with brine, dried with magnesium sulfate, and concentrated under reduced pressure. Purification of the residue by column chromatography (silica gel, MC:M... Run at temperature 100 celsius, time 3 hour. Isolated yield 69.3%. Starting materials: [n+]1(c(cc(cc1C)C)C)F.[B-](F)(F)(F)F, n1c(nc2c(c1c1cnc(nc1)N)CCN2C1CC(C1)(F)F)N1CCOC[C@@H]1CO. Reagents/catalysts: c1ccc(cc1)-c2c3ccccc3cc4ccccc24 (9-Phenylanthracene). Run in CC#N (MeCN). Conditions: temperature 25 celsius, time 18 hour. The product is Nc1ncc(cn1)c2nc(nc3N(CCc23)C4CC(F)(F)C4)N5CCOC[C@@H]5CF. As a reaction SMILES: [NH2:1][c:2]1[n:7][cH:6][c:5]([c:8]2[c:16]([c:12]3[n:11][c:10]([N:23]4[C@@H:28]([CH2:29]O)[CH2:27][O:26][CH2:25][CH2:24]4)[n:9]2)[CH2:15][CH2:14][N:13]3[CH:17]5[CH2:22][C:19]([F:21])([F:20])[CH2:18]5)[cH:4][n:3]1.Cc1cc(C)[n+]([F:30])c(C)c1.F[B-](F)(F)F>>[NH2:1][c:2]1[n:7][cH:6][c:5]([c:8]2[c:16]([c:12]3[n:11][c:10]([N:23]4[C@@H:28]([CH2:29][F:30])[CH2:27][O:26][CH2:25][CH2:24]4)[n:9]2)[CH2:15][CH2:14][N:13]3[CH:17]5[CH2:22][C:19]([F:21])([F:20])[CH2:18]5)[cH:4][n:3]1.